From a dataset of the Open Reaction Database (ORD), a public repository of structured organic reaction records. describe an organic reaction: reactants, conditions, products, and yield RXN SMILES: [CH3:18][CH2:19][OH:20].[F:1][c:2]1[cH:3][c:4]2[cH:5][cH:6][c:7]([C:12]3=[CH:13][CH2:14][NH:15][CH2:16][CH2:17]3)[cH:8][c:9]2[cH:10][cH:11]1.[Pt:21]=[O:22]>>[F:1][c:2]1[cH:3][c:4]2[cH:5][cH:6][c:7]([CH:12]3[CH2:13][CH2:14][NH:15][CH2:16][CH2:17]3)[cH:8][c:9]2[cH:10][cH:11]1. Yields the product Fc1ccc2cc(C3CCNCC3)ccc2c1. The reactants are CCO, Fc1ccc2cc(C3=CCNCC3)ccc2c1, O=[Pt].